This data is from the Open Reaction Database (ORD), a public repository of structured organic reaction records. The task is: describe an organic reaction: reactants, conditions, products, and yield Reactants: COC(C(NC(=O)C1CCN(CC1)C(CC1=C(C=CC(=C1)C)C)=O)CO)=O (N-[[1-[(2,5-dimethylphenyl)acetyl]-4-piperidinyl]carbonyl]-DL-serine methyl ester), COC(C(NC(=O)C1CCN(CC1)C(CC1=C(C=CC(=C1)C)C)=O)CO)=O (N-[[1-[(2,5-dimethylphenyl)acetyl]-4-piperidinyl]carbonyl]-DL-serine methyl ester), C1(=CC=CC=C1)P(C1=CC=CC=C1)C1=CC=CC=C1 (triphenylphosphine), C(C)(C)N(C(C)C)CC (N,N-diisopropylethylamine), C(Cl)(Cl)(Cl)Cl (carbon tetrachloride), C([O-])(O)=O.[Na+] (sodium bicarbonate). Run in C(C)(=O)OCC (ethyl acetate), C(C)#N (acetonitrile), ClCCl (dichloromethane), O (water). Reaction conditions: time 2.5 hour. Product: CC1=C(C=C(C=C1)C)CC(=O)N1CCC(CC1)C=1OCC(N1)C(=O)OC (methyl 2-[1-[(2,5-dimethylphenyl)acetyl]-4-piperidinyl]-4,5-dihydro-4-oxazolecarboxylate). Reaction SMILES: [CH3:1][O:2][C:3](=[O:27])[CH:4]([CH2:25]O)[NH:5][C:6]([CH:8]1[CH2:13][CH2:12][N:11]([C:14](=[O:24])[CH2:15][C:16]2[CH:21]=[C:20]([CH3:22])[CH:19]=[CH:18][C:17]=2[CH3:23])[CH2:10][CH2:9]1)=[O:7].C1(P(C2C=CC=CC=2)C2C=CC=CC=2)C=CC=CC=1.C(N(CC)C(C)C)(C)C.C(Cl)(Cl)(Cl)Cl.C(=O)(O)[O-].[Na+]>C(#N)C.C(OCC)(=O)C.O.ClCCl>[CH3:23][C:17]1[CH:18]=[CH:19][C:20]([CH3:22])=[CH:21][C:16]=1[CH2:15][C:14]([N:11]1[CH2:10][CH2:9][CH:8]([C:6]2[O:7][CH2:25][CH:4]([C:3]([O:2][CH3:1])=[O:27])[N:5]=2)[CH2:13][CH2:12]1)=[O:24] |f:4.5|. Reported procedure: To a solution of N-[[1-[(2,5-dimethylphenyl)acetyl]-4-piperidinyl]carbonyl]-DL-serine methyl ester (i.e. the product of Example 9, Step C) (2.59 g, 6.88 mmol) in 25 mL of dry acetonitrile and 7 mL of dry dichloromethane was added triphenylphosphine (2.71 g, 10.32 mmol) and then N,N-diisopropylethylamine (1.6 g, 12.38 mmol). The reaction mixture was stirred until homogeneous, and carbon tetrachloride (1.59 g, 10.32 mmol) was added dropwise over 5 minutes. The reaction mixture was stirred for 2.5 ... Yields the product COC1=C(N(S(C2=C1C=CC=C2)(=O)=O)C)C(=O)Cl (4-methoxy-2-methyl-2H-1,2-benzothiazine-3-carboxylic acid chloride-1,1-dioxide). Reaction SMILES: [CH3:1][O:2][C:3]1[C:8]2[CH:9]=[CH:10][CH:11]=[CH:12][C:7]=2[S:6](=[O:14])(=[O:13])[N:5]([CH3:15])[C:4]=1[C:16]([OH:18])=O.S(Cl)([Cl:21])=O.CN(C)C=O>C1C=CC=CC=1>[CH3:1][O:2][C:3]1[C:8]2[CH:9]=[CH:10][CH:11]=[CH:12][C:7]=2[S:6](=[O:14])(=[O:13])[N:5]([CH3:15])[C:4]=1[C:16]([Cl:21])=[O:18]. Run at time 8 hour. Run in C1=CC=CC=C1 (benzene). Procedure details: 6.2 gm (23 millimols) of 4-methoxy-2-methyl-2H-1,2-benzothiazine-3-carboxylic acid-1,1-dioxide were suspended in 60 ml of benzene and 8.2 ml (0.11 millimols) of thionyl chloride and 0.5 ml of anhydrous dimethylformamide were added to the suspension. The reaction mixture was refluxed for 6 hours, stirred overnight at room temperature and evaporated in vacuo. The residue was dissolved in a little toluene, and the solution was evaporated, yielding 6.9 gm (100% of theory) of 4-methoxy-2-methyl-2H-1,... Yield: 21801.5%. The reactants are COC1=C(N(S(C2=C1C=CC=C2)(=O)=O)C)C(=O)O (4-methoxy-2-methyl-2H-1,2-benzothiazine-3-carboxylic acid-1,1-dioxide), S(=O)(Cl)Cl (thionyl chloride), CN(C=O)C (dimethylformamide). Reactants: C(CCCC)C1=CC=C(C(=O)Cl)C=C1 (4-pentylbenzoyl chloride), CC(C(C(=O)OC)N(C(=O)C=1SC(=CN1)C1=CC=C(C=C1)[N+](=O)[O-])C)C (Methyl 3-methyl-2-(N-methyl-5-(4-nitrophenyl)thiazole-2-carboxamido)butanoate). The product is CC(C(C(=O)OC)N(C(=O)C=1SC(=CN1)C1=CC=C(C=C1)NC(C1=CC=C(C=C1)CCCCC)=O)C)C (Methyl 3-methyl-2-(N-methyl-5-(4-(4-pentylbenzamido)phenyl)thiazole-2-carboxamido)butanoate). Yield: 59.0%. As a reaction SMILES: [CH2:1]([C:6]1[CH:14]=[CH:13][C:9]([C:10](Cl)=[O:11])=[CH:8][CH:7]=1)[CH2:2][CH2:3][CH2:4][CH3:5].[CH3:15][CH:16]([CH3:40])[CH:17]([N:22]([CH3:39])[C:23]([C:25]1[S:26][C:27]([C:30]2[CH:35]=[CH:34][C:33]([N+:36]([O-])=O)=[CH:32][CH:31]=2)=[CH:28][N:29]=1)=[O:24])[C:18]([O:20][CH3:21])=[O:19]>>[CH3:15][CH:16]([CH3:40])[CH:17]([N:22]([CH3:39])[C:23]([C:25]1[S:26][C:27]([C:30]2[CH:31]=[CH:32][C:33]([NH:36][C:10](=[O:11])[C:9]3[CH:13]=[CH:14][C:6]([CH2:1][CH2:2][CH2:3][CH2:4][CH3:5])=[CH:7][CH:8]=3)=[CH:34][CH:35]=2)=[CH:28][N:29]=1)=[O:24])[C:18]([O:20][CH3:21])=[O:19]. Procedure details: The title compound was synthesized analogous to Example 27, using 4-pentylbenzoyl chloride and intermediate 4. Yield: 59%; 1H NMR (DMSO-d6, 300 MHz): δ 10.38 (s, 1H), 8.86 (d, 1H), 7.95 (m, 4H), 7.78 (d, 2H), 7.37 (d, 2H), 6.27-4.76 (d, 1H), 3.68 (s, 3H), 3.47-2.95 (s, 3H), 2.68 (t, 2H), 2.38 (m, 1H), 1.63 (m, 2H), 1.30 (m, 4H), 1.03 (m, 3H), 0.90 (dd, 6H); MS (ESI) m/z 522.2 [M+H]+. Starting materials: Cl.C(C1=CC=CC=C1)OC1=C(C=C2C(=NC=NC2=C1)Cl)OC (7-Benzyloxy-4-chloro-6-methoxyquinazoline hydrochloride). Run in O (water). Reaction conditions: temperature 110 celsius. Product: C(C1=CC=CC=C1)OC1=C(C=C2C(=NC=NC2=C1)OC1=CC=CC=C1)OC (7-benzyloxy-6-methoxy4-phenoxyquinazoline). The yield is 190.0%. RXN SMILES: Cl.[CH2:2]([O:9][C:10]1[CH:19]=[C:18]2[C:13]([C:14](Cl)=[N:15][CH:16]=[N:17]2)=[CH:12][C:11]=1[O:21][CH3:22])[C:3]1[CH:8]=[CH:7][CH:6]=[CH:5][CH:4]=1>O>[CH2:2]([O:9][C:10]1[CH:19]=[C:18]2[C:13]([C:14]([O:9][C:10]3[CH:19]=[CH:18][CH:13]=[CH:12][CH:11]=3)=[N:15][CH:16]=[N:17]2)=[CH:12][C:11]=1[O:21][CH3:22])[C:3]1[CH:8]=[CH:7][CH:6]=[CH:5][CH:4]=1 |f:0.1|. Reported procedure: 7-Benzyloxy-4-chloro-6-methoxyquinazoline hydrochloride (1.6 g, 4.7 mmol), (prepared as described for the starting material in Example 1), was then added and the reaction mixture heated at 110° C. for 2 hours. The mixture was allowed to cool, water was added and the mixture extracted with ethyl acetate (3×100 ml). The combined extracts were then washed with 2M sodium hydroxide solution, water and brine. Removal of the solvent under reduced pressure gave 7-benzyloxy-6-methoxy4-phenoxyquinazoline ... The reactants are COC(CC1=C(C=C(C=C1)OC)[N+](=O)[O-])=O ((4-methoxy-2-nitro-phenyl)-acetic acid methyl ester), C(C)(=O)OC(C)=O (acetic anhydride). Reagents/catalysts: [Zn] (zinc), [Zn] (zinc). Solvent: C(C)(=O)O (acetic acid). Run at temperature 0 celsius, time 8 hour. Yields the product COC(CC1=C(C=C(C=C1)OC)NC(C)=O)=O ((2-acetylamino-4-methoxy-phenyl)-acetic acid methyl ester). Isolated yield 30.4%. Reaction SMILES: [CH3:1][O:2][C:3](=[O:16])[CH2:4][C:5]1[CH:10]=[CH:9][C:8]([O:11][CH3:12])=[CH:7][C:6]=1[N+:13]([O-])=O.[C:17](OC(=O)C)(=[O:19])[CH3:18]>C(O)(=O)C.[Zn]>[CH3:1][O:2][C:3](=[O:16])[CH2:4][C:5]1[CH:10]=[CH:9][C:8]([O:11][CH3:12])=[CH:7][C:6]=1[NH:13][C:17](=[O:19])[CH3:18]. Procedure details: To a suspension of (4-methoxy-2-nitro-phenyl)-acetic acid methyl ester (154 mg, 0.68 mmol) in 3 mL of acetic acid was added acetic anhydride (3.0 mL, 30.0 mmol) and zinc (nanopowder, 220 mg, 3.36 mmol) in portions over 5 min at 0° C. The reaction mixture was maintained for 30 minutes at 0° C. and 1.5 h at room temperature. Additional zinc powder (110 mg, 1.68 mmol) was added, and the reaction mixture was stirred overnight at room temperature. After filtration, the mixture was partitioned between... The reactants are C1CCC(CC1)C2(CCN(CC2)C(=O)[C@@H](CC3=CC=C(C=C3)Cl)NC(=O)[C@H]4CC5=CC=CC=C5CN4)CN6C=NC=N6 (THIQ), C(C=C)Br (allyl bromide), CCN(C(C)C)C(C)C (DIPEA), resin 2, P(Br)(Br)Br (PBr3). The solvent is CN(C)C=O (DMF), C(Cl)Cl (DCM), C(Cl)Cl (DCM). Reaction conditions: time 24 hour. Product: Br.C(C=C)N1CC2=CC=CCC2CC1 (N-allyl tetrahydroisoquinoline HBr). Isolated yield 27.6%. RXN SMILES: P(Br)(Br)[Br:2].C1CCC(C2(CN3N=CN=C3)CCN(C([C@H](NC([C@@H:31]3[NH:40][CH2:39][C:38]4[C:33](=[CH:34][CH:35]=[CH:36][CH:37]=4)[CH2:32]3)=O)CC3C=CC(Cl)=CC=3)=O)CC2)CC1.[CH2:47](Br)[CH:48]=[CH2:49].CCN(C(C)C)C(C)C>C(Cl)Cl.CN(C=O)C>[BrH:2].[CH2:49]([N:40]1[CH2:31][CH2:32][CH:33]2[C:38](=[CH:37][CH:36]=[CH:35][CH2:34]2)[CH2:39]1)[CH:48]=[CH2:47] |f:6.7|. Procedure details: resin 2 (0.65 mmol g−1 (est.), 1.49 g) in dry DCM (25 cm3) were treated with PBr3 (2.28 mmol, 216 mm3) at 20° C. for 12 h. The resin was filtered off, washed with DCM (200 cm3), dried at air and transferred to a flask with DMF (20 cm3) and THIQ (5.7 mmol, 725 mm3) was added. The resin was stirred at r.t. for 24 h, washed with DMF, MeOH, DCM, and MeOH. It was dried under high vacuum. 1.45 g (0.5 mmol g−1 (est.)) of it was resuspended in DMF (10 cm3) and allyl bromide (150 mm3, 1.7 mmol) was added... The reactants are CS(=O)(=O)Nc1cc2occ(C#N)c(=O)c2cc1Oc1ccccc1F, O=CO, Cl. The product is CS(=O)(=O)Nc1cc2occ(C(N)=O)c(=O)c2cc1Oc1ccccc1F. Reaction SMILES: [C:1](#[N:2])[c:3]1[cH:4][o:5][c:6]2[c:7]([c:8]1=[O:9])[cH:10][c:11]([O:19][c:20]1[c:21]([F:26])[cH:22][cH:23][cH:24][cH:25]1)[c:12]([NH:14][S:15](=[O:16])(=[O:17])[CH3:18])[cH:13]2.[CH:27](=[O:28])[OH:29].[ClH:30]>>[C:1]([NH2:2])([c:3]1[cH:4][o:5][c:6]2[c:7]([c:8]1=[O:9])[cH:10][c:11]([O:19][c:20]1[c:21]([F:26])[cH:22][cH:23][cH:24][cH:25]1)[c:12]([NH:14][S:15](=[O:16])(=[O:17])[CH3:18])[cH:13]2)=[O:28].